Dataset: the Open Reaction Database (ORD), a public repository of structured organic reaction records. Task: describe an organic reaction: reactants, conditions, products, and yield The reactants are COc1ccccc1, CNC(=O)C(Cc1ccc(OC)cc1)NC(=O)C(C)(CC(C)C)c1cccc(C(F)(F)F)c1SCc1ccc(OC)cc1, O=C(O)C(F)(F)F. Yields the product CNC(=O)C(Cc1ccc(OC)cc1)NC(=O)C(C)(CC(C)C)c1cccc(C(F)(F)F)c1S. As a reaction SMILES: [CH3:44][O:45][c:46]1[cH:47][cH:48][cH:49][cH:50][cH:51]1.[F:1][C:2]([c:3]1[c:4]([S:32][CH2:33][c:34]2[cH:35][cH:36][c:37]([O:38][CH3:39])[cH:40][cH:41]2)[c:5]([C:9]([C:10](=[O:11])[NH:12][CH:13]([CH2:14][c:15]2[cH:16][cH:17][c:18]([O:21][CH3:22])[cH:19][cH:20]2)[C:23](=[O:24])[NH:25][CH3:26])([CH3:27])[CH2:28][CH:29]([CH3:30])[CH3:31])[cH:6][cH:7][cH:8]1)([F:42])[F:43].[OH:52][C:53]([C:54]([F:55])([F:56])[F:57])=[O:58]>>[F:1][C:2]([c:3]1[c:4]([SH:32])[c:5]([C:9]([C:10](=[O:11])[NH:12][CH:13]([CH2:14][c:15]2[cH:16][cH:17][c:18]([O:21][CH3:22])[cH:19][cH:20]2)[C:23](=[O:24])[NH:25][CH3:26])([CH3:27])[CH2:28][CH:29]([CH3:30])[CH3:31])[cH:6][cH:7][cH:8]1)([F:42])[F:43]. Reactants: CCCCCC (hexane), C(=O)([O-])[O-].[K+].[K+] (K2CO3), BrCCN1C(C=2C(C1=O)=CC=CC2)=O (N-(2-bromoethyl)phthalimide), C1(=CC=CC=C1)N1CCNCC1 (4-phenylpiperazine). The solvent is CN(C)C=O (DMF), CCOC(=O)C (EtOAc), O (water). Run at temperature 80 celsius. Yields the product C1(=CC=CC=C1)N1CCN(CC1)CCN1C(C2=CC=CC=C2C1=O)=O (2-[2-(4-phenylpiperazin-1-yl)ethyl]isoindole-1,3-dione). Yield: 55.6%. RXN SMILES: [C:1]1([N:7]2[CH2:12][CH2:11][NH:10][CH2:9][CH2:8]2)[CH:6]=[CH:5][CH:4]=[CH:3][CH:2]=1.C([O-])([O-])=O.[K+].[K+].Br[CH2:20][CH2:21][N:22]1[C:26](=[O:27])[C:25]2=[CH:28][CH:29]=[CH:30][CH:31]=[C:24]2[C:23]1=[O:32].CCCCCC>CN(C=O)C.O.CCOC(C)=O>[C:1]1([N:7]2[CH2:12][CH2:11][N:10]([CH2:20][CH2:21][N:22]3[C:23](=[O:32])[C:24]4[C:25](=[CH:28][CH:29]=[CH:30][CH:31]=4)[C:26]3=[O:27])[CH2:9][CH2:8]2)[CH:6]=[CH:5][CH:4]=[CH:3][CH:2]=1 |f:1.2.3|. Procedure: 4-phenylpiperazine (4.50 g, 27.74 mmol) was dissolved in 30 ml DMF, then K2CO3 (11.50 g, 83.21 mmol) and N-(2-bromoethyl)phthalimide (8.46 g, 33.28 mmol) were added thereto and stirred at about 80° C. The reaction progress and completion were confirmed using TLC (hexane:EtOAc=1:1). Upon completion of the reaction, water was added to the reaction mixture and then was extracted with CH2Cl2. The organic layer was dried over anhydrous MgSO4, filtered and concentrated under reduced pressure. The conc... Starting materials: CC(=O)Oc1cnc(F)c(C)c1, [Na+], [OH-]. Yields the product Cc1cc(O)cnc1F. RXN SMILES: [C:1](=[O:2])([CH3:3])[O:4][c:5]1[cH:6][n:7][c:8]([F:12])[c:9]([CH3:11])[cH:10]1.[Na+:14].[OH-:13]>>[OH:4][c:5]1[cH:6][n:7][c:8]([F:12])[c:9]([CH3:11])[cH:10]1. The reactants are C(C)N=C=O (ethyl isocyanate), BrC1=CC=C(C=C1)[C@@H](C)NCC(=O)OC ((R)-Methyl 2-(1-(4-bromophenyl)ethylamino)acetate), FC(C(=O)O)(F)F (trifluoroacetic acid). The solvent is C(Cl)Cl (DCM), O (water), C(Cl)Cl (DCM). Run at time 3 hour. The product is BrC1=CC=C(C=C1)[C@@H](C)N1C(N(C(C1)=O)CC)=O ((R)-1-(1-(4-bromophenyl)ethyl)-3-ethylimidazolidine-2,4-dione). Reaction SMILES: [Br:1][C:2]1[CH:7]=[CH:6][C:5]([C@H:8]([NH:10][CH2:11][C:12]([O:14]C)=O)[CH3:9])=[CH:4][CH:3]=1.[CH2:16]([N:18]=[C:19]=[O:20])[CH3:17].FC(F)(F)C(O)=O>C(Cl)Cl.O>[Br:1][C:2]1[CH:3]=[CH:4][C:5]([C@H:8]([N:10]2[CH2:11][C:12](=[O:14])[N:18]([CH2:16][CH3:17])[C:19]2=[O:20])[CH3:9])=[CH:6][CH:7]=1. Procedure: (R)-Methyl 2-(1-(4-bromophenyl)ethylamino)acetate (6G3) (0.845 mmol, 230 mg) was dissolved in DCM (10 ml) and ethyl isocyanate (6C4) (1.690 mmol, 120 mg) added. The mixture was stirred at room temperature for 3 hours, then concentrated and re-dissolved in DCM (5 ml) and trifluoroacetic acid (0.845 mmol, 96 mg) added. Stirring was continued for 1 h and the reaction diluted with DCM (15 ml) and water (20 ml) and the organic phase separated using a hydrophobic fritted tube. Concentration afforded (...